Dataset: the Open Reaction Database (ORD), a public repository of structured organic reaction records. Task: describe an organic reaction: reactants, conditions, products, and yield Reactants: CCOCC, CCCCCC, CCO, O=C(NCCC(C(=O)NOCc1ccccc1)C1(CCO)CCN(CCc2ccccc2)C1=O)c1ccc(F)c(F)c1. Product: O=C(NCCC(C(=O)NO)C1(CCO)CCN(CCc2ccccc2)C1=O)c1ccc(F)c(F)c1. Reaction SMILES: [CH3:43][CH2:44][O:45][CH2:46][CH3:47].[CH3:48][CH2:49][CH2:50][CH2:51][CH2:52][CH3:53].[CH3:54][CH2:55][OH:56].[F:1][c:2]1[cH:3][c:4]([C:5](=[O:6])[NH:7][CH2:8][CH2:9][CH:10]([C:11](=[O:12])[NH:13][O:14][CH2:15][c:16]2[cH:17][cH:18][cH:19][cH:20][cH:21]2)[C:22]2([CH2:36][CH2:37][OH:38])[C:23](=[O:35])[N:24]([CH2:27][CH2:28][c:29]3[cH:30][cH:31][cH:32][cH:33][cH:34]3)[CH2:25][CH2:26]2)[cH:39][cH:40][c:41]1[F:42]>>[F:1][c:2]1[cH:3][c:4]([C:5](=[O:6])[NH:7][CH2:8][CH2:9][CH:10]([C:11](=[O:12])[NH:13][OH:14])[C:22]2([CH2:36][CH2:37][OH:38])[C:23](=[O:35])[N:24]([CH2:27][CH2:28][c:29]3[cH:30][cH:31][cH:32][cH:33][cH:34]3)[CH2:25][CH2:26]2)[cH:39][cH:40][c:41]1[F:42]. Starting materials: CN(C)CCCCl, Oc1ccc(Nc2nccc(-c3ccncc3)n2)cc1. Yields the product CN(C)CCCOc1ccc(Nc2nccc(-c3ccncc3)n2)cc1. Reaction SMILES: [CH3:21][N:22]([CH2:23][CH2:24][CH2:25][Cl:26])[CH3:27].[n:1]1[cH:2][cH:3][c:4](-[c:7]2[n:8][c:9]([NH:13][c:14]3[cH:15][cH:16][c:17]([OH:20])[cH:18][cH:19]3)[n:10][cH:11][cH:12]2)[cH:5][cH:6]1>>[n:1]1[cH:2][cH:3][c:4](-[c:7]2[n:8][c:9]([NH:13][c:14]3[cH:15][cH:16][c:17]([O:20][CH2:25][CH2:24][CH2:23][N:22]([CH3:21])[CH3:27])[cH:18][cH:19]3)[n:10][cH:11][cH:12]2)[cH:5][cH:6]1.